From a dataset of the Open Reaction Database (ORD), a public repository of structured organic reaction records. describe an organic reaction: reactants, conditions, products, and yield Reactants: C([O-])([O-])=O.[K+].[K+] (potassium carbonate), O (water), COCCOC=1C(=C(C=CC1S(=O)(=O)C)C(=O)C=1C(=NN(C1O)C)C)C (5-Hydroxy-1,3-dimethylpyrazol-4-yl 3-(2-methoxyethoxy)-2-methyl-4-(methylsulfonyl)phenyl ketone), C(OC(C)Cl)(OC)=O (1-chloroethyl methyl carbonate). Reagents/catalysts: [Br-].C(CCC)[N+](CCCC)(CCCC)CCCC (tetrabutyl ammonium bromide). The solvent is CC(CC)=O (2-butanone). Reaction conditions: time 10 minute. Product: C(OC(C)OC1=C(C(=NN1C)C)C(C1=C(C(=C(C=C1)S(=O)(=O)C)OCCOC)C)=O)(OC)=O (1-(1,3-dimethyl-4-(3-(2-methoxyethoxy)-2-methyl-4-(methylsulfonyl)benzoyl)-1H-pyrazol-5-yloxy)ethyl methyl carbonate). Yield: 52.6%. As a reaction SMILES: [CH3:1][O:2][CH2:3][CH2:4][O:5][C:6]1[C:7]([CH3:26])=[C:8]([C:16]([C:18]2[C:19]([CH3:25])=[N:20][N:21]([CH3:24])[C:22]=2[OH:23])=[O:17])[CH:9]=[CH:10][C:11]=1[S:12]([CH3:15])(=[O:14])=[O:13].C(=O)([O-])[O-].[K+].[K+].[C:33](=[O:40])([O:38][CH3:39])[O:34][CH:35](Cl)[CH3:36].O>CC(=O)CC.[Br-].C([N+](CCCC)(CCCC)CCCC)CCC>[C:33](=[O:40])([O:38][CH3:39])[O:34][CH:35]([O:23][C:22]1[N:21]([CH3:24])[N:20]=[C:19]([CH3:25])[C:18]=1[C:16](=[O:17])[C:8]1[CH:9]=[CH:10][C:11]([S:12]([CH3:15])(=[O:14])=[O:13])=[C:6]([O:5][CH2:4][CH2:3][O:2][CH3:1])[C:7]=1[CH3:26])[CH3:36] |f:1.2.3,7.8|. Reported procedure: 5-Hydroxy-1,3-dimethylpyrazol-4-yl 3-(2-methoxyethoxy)-2-methyl-4-(methylsulfonyl)phenyl ketone (300 mg) was dissolved in 2-butanone (10 mL), and potassium carbonate (130 mg) and tetrabutyl ammonium bromide (15 mg) were added. After stirring at room temperature for 10 minutes, 1-chloroethyl methyl carbonate (purity: 85%, 270 mg) was added at room temperature, followed by heating and refluxing for 3 hours. After completion of the reaction, the reaction solution was cooled to room temperature and ...